describe an organic reaction: reactants, conditions, products, and yield From a dataset of the Open Reaction Database (ORD), a public repository of structured organic reaction records. Starting materials: C(C)(C)(C)OC(=O)N([C@H](C)C1=CC=CC2=CC=CC=C12)CC1C(CN(CC1)C(CCC(=O)NC1=CC=C(C(=O)OC)C=C1)=O)C1=CC(=CC=C1)F (methyl 4-({4-[4-({(tert-butoxycarbonyl)[(1R)-1-(1-naphthyl)ethyl]amino}methyl)-3-(3-fluorophenyl)piperidin-1-yl]-4-oxobutanoyl}amino)benzoate), [OH-].[Na+] (sodium hydroxide), C(C)(=O)OCC (ethyl acetate), O (water). The solvent is C1CCOC1 (THF), CO (methanol). Reaction conditions: temperature 60 celsius, time 2 hour. The product is C(C)(C)(C)OC(=O)N([C@H](C)C1=CC=CC2=CC=CC=C12)CC1C(CN(CC1)C(CCC(=O)NC1=CC=C(C(=O)O)C=C1)=O)C1=CC(=CC=C1)F (4-({4-[4-({(tert-butoxycarbonyl)[(1R)-1-(1-naphthyl)ethyl]amino}methyl)-3-(3-fluorophenyl)piperidin-1-yl]-4-oxobutanoyl}amino)benzoic acid). Isolated yield 52.5%. Reaction SMILES: [C:1]([O:5][C:6]([N:8]([CH2:21][CH:22]1[CH2:27][CH2:26][N:25]([C:28](=[O:44])[CH2:29][CH2:30][C:31]([NH:33][C:34]2[CH:43]=[CH:42][C:37]([C:38]([O:40]C)=[O:39])=[CH:36][CH:35]=2)=[O:32])[CH2:24][CH:23]1[C:45]1[CH:50]=[CH:49][CH:48]=[C:47]([F:51])[CH:46]=1)[C@@H:9]([C:11]1[C:20]2[C:15](=[CH:16][CH:17]=[CH:18][CH:19]=2)[CH:14]=[CH:13][CH:12]=1)[CH3:10])=[O:7])([CH3:4])([CH3:3])[CH3:2].[OH-].[Na+].C(OCC)(=O)C.O>C1COCC1.CO>[C:1]([O:5][C:6]([N:8]([CH2:21][CH:22]1[CH2:27][CH2:26][N:25]([C:28](=[O:44])[CH2:29][CH2:30][C:31]([NH:33][C:34]2[CH:35]=[CH:36][C:37]([C:38]([OH:40])=[O:39])=[CH:42][CH:43]=2)=[O:32])[CH2:24][CH:23]1[C:45]1[CH:50]=[CH:49][CH:48]=[C:47]([F:51])[CH:46]=1)[C@@H:9]([C:11]1[C:20]2[C:15](=[CH:16][CH:17]=[CH:18][CH:19]=2)[CH:14]=[CH:13][CH:12]=1)[CH3:10])=[O:7])([CH3:2])([CH3:3])[CH3:4] |f:1.2|. Procedure: To a solution of 208 mg of methyl 4-({4-[4-({(tert-butoxycarbonyl)[(1R)-1-(1-naphthyl)ethyl]amino}methyl)-3-(3-fluorophenyl)piperidin-1-yl]-4-oxobutanoyl}amino)benzoate in 2.0 mL of THF and 1.0 mL of methanol was added 1.00 mL of a 1 M aqueous sodium hydroxide solution at room temperature, followed by stirring at 60° C. for 2 hours. The reaction mixture was cooled to room temperature, ethyl acetate and water were added thereto, and a liquid separation operation was conducted. The obtained aqueou... The reactants are ClC1=C2C(=NC(=N1)C(C)C)N(N=C2C=2OC(=CC2)[N+](=O)[O-])C (4-chloro-6-isopropyl-1-methyl-3-(5-nitro-2-furyl)-1H-pyrazolo[3,4-d]pyrimidine), ClC1=C2C(=NC=N1)N(N=C2C=2OC(=CC2)[N+](=O)[O-])C (4-chloro-1-methyl-3-(5-nitro-2-furyl)-1H-pyrazolo[3,4-d]pyrimidine). Yields the product NC1=C2C(=NC(=N1)C(C)C)N(N=C2C=2OC(=CC2)[N+](=O)[O-])C (4-amino-6-isopropyl-1-methyl-3-(5-nitro-2-furyl)-1H-pyrazolo[3,4-d]pyrimidine). As a reaction SMILES: Cl[C:2]1[N:7]=[C:6]([CH:8]([CH3:10])[CH3:9])[N:5]=[C:4]2[N:11]([CH3:22])[N:12]=[C:13]([C:14]3[O:15][C:16]([N+:19]([O-:21])=[O:20])=[CH:17][CH:18]=3)[C:3]=12.ClC1N=C[N:27]=C2N(C)N=C(C3OC([N+]([O-])=O)=CC=3)C=12>>[NH2:27][C:2]1[N:7]=[C:6]([CH:8]([CH3:10])[CH3:9])[N:5]=[C:4]2[N:11]([CH3:22])[N:12]=[C:13]([C:14]3[O:15][C:16]([N+:19]([O-:21])=[O:20])=[CH:17][CH:18]=3)[C:3]=12. Procedure: The procedure described in Example 3b was repeated using 4-chloro-6-isopropyl-1-methyl-3-(5-nitro-2-furyl)-1H-pyrazolo[3,4-d]pyrimidine as starting material instead of 4-chloro-1-methyl-3-(5-nitro-2-furyl)-1H-pyrazolo[3,4-d]pyrimidine, the reaction conditions being the same. The crystalline product was recrystallised from dimethylformamide to give 4-amino-6-isopropyl-1-methyl-3-(5-nitro-2-furyl)-1H-pyrazolo[3,4-d]pyrimidine having decomposition point 230° C. As a reaction SMILES: CN1CCCCC1.[O:8]([C:15]([NH:17][C@H:18]([C:22]([OH:24])=O)[CH:19]([CH3:21])[CH3:20])=[O:16])[C:9]1[CH:14]=[CH:13][CH:12]=[CH:11][CH:10]=1.ClC(OCC(C)C)=O.[C:33]1([O:39][C:40](=[O:44])[CH:41]([CH3:43])[NH2:42])[CH:38]=[CH:37][CH:36]=[CH:35][CH:34]=1>C(Cl)Cl.O>[C:33]1([O:39][C:40](=[O:44])[CH:41]([CH3:43])[NH:42][C:22](=[O:24])[C@H:18]([CH:19]([CH3:20])[CH3:21])[NH:17][C:15]([O:8][C:9]2[CH:10]=[CH:11][CH:12]=[CH:13][CH:14]=2)=[O:16])[CH:38]=[CH:37][CH:36]=[CH:35][CH:34]=1. Solvent: O (Water), C(Cl)Cl (methylene chloride). Yield: 20.0%. Procedure: 0.24 g of N-methylpiperidine was added to a solution containing 0.57 g of N-phenoxycarbonyl-L-valine dissolved in 40 ml of methylene chloride, at -20° C. After the mixture was stirred for 10 minutes at the same temperature, 0.33 g of isobutyl chloroformate was added to the mixture, and stirred for 1 hour at -20° C. 0.5 g of DL-alanine phenyl ester was added to this mixture at -60° C., and then the reaction mixture was allowed to sit and warm naturally to room temperature while being stirred, and... Product: C1(=CC=CC=C1)OC(C(NC([C@@H](NC(=O)OC1=CC=CC=C1)C(C)C)=O)C)=O (N-phenoxycarbonyl-L-valyl-DL-alanine phenyl ester), powder. Reactants: C1(=CC=CC=C1)OC(C(N)C)=O (DL-alanine phenyl ester), ClC(=O)OCC(C)C (isobutyl chloroformate), CN1CCCCC1 (N-methylpiperidine), O(C1=CC=CC=C1)C(=O)N[C@@H](C(C)C)C(=O)O (N-phenoxycarbonyl-L-valine). Conditions: temperature -20 celsius, time 1 hour. The reactants are NC1=CC=C(C=C1)N1C2=C(NC(CC1=O)=O)C1=CC=CC=C1C=C2 (5-(4-aminophenyl)-1H-naphtho[1,2-b][1,4]diazepine-2,4(3H,5H)-dione), O=C1NC2=C(N(C(C1)=O)C1=CC=C(C(=O)O)C=C1)C=CC1=CC=CC=C12 (4-[2,4-Dioxo-3,4-dihydro-1H-naphtho[2,1-b][1,4]diazepin-5(2H)-yl]benzoic acid), O=C1NC2=C(N(C(C1)=O)C1=CC=C(C(=O)OCC)C=C1)C=CC1=CC=CC=C12 (Ethyl 4-[2,4-dioxo-3,4-dihydro-1H-naphtho[2,1-b][1,4]diazepin-5(2H)-yl]benzoate), ClC1=C(C=CC=C1)CCC(=O)Cl (3-(2-chlorophenyl)propionic acid chloride). Yields the product ClC1=C(C=CC=C1)CCC(=O)NC1=CC=C(C=C1)N1C2=C(NC(CC1=O)=O)C1=CC=CC=C1C=C2 (5-[4-[3-(2-Chlorophenyl)propionylamino]phenyl]-1H-naphtho[1,2-b][1,4]diazepine-2,4(3H,5H)-dione). The yield is 56.0%. As a reaction SMILES: [NH2:1][C:2]1[CH:7]=[CH:6][C:5]([N:8]2[C:14](=[O:15])[CH2:13][C:12](=[O:16])[NH:11][C:10]3[C:17]4[C:22]([CH:23]=[CH:24][C:9]2=3)=[CH:21][CH:20]=[CH:19][CH:18]=4)=[CH:4][CH:3]=1.O=C1CC(=O)N(C2C=CC(C(OCC)=O)=CC=2)C2C=CC3C(C=2N1)=CC=CC=3.[Cl:53][C:54]1[CH:59]=[CH:58][CH:57]=[CH:56][C:55]=1[CH2:60][CH2:61][C:62](Cl)=[O:63].O=C1CC(=O)N(C2C=CC(C(O)=O)=CC=2)C2C=CC3C(C=2N1)=CC=CC=3>>[Cl:53][C:54]1[CH:59]=[CH:58][CH:57]=[CH:56][C:55]=1[CH2:60][CH2:61][C:62]([NH:1][C:2]1[CH:7]=[CH:6][C:5]([N:8]2[C:14](=[O:15])[CH2:13][C:12](=[O:16])[NH:11][C:10]3[C:17]4[C:22]([CH:23]=[CH:24][C:9]2=3)=[CH:21][CH:20]=[CH:19][CH:18]=4)=[CH:4][CH:3]=1)=[O:63]. Reported procedure: By using 5-(4-aminophenyl)-1H-naphtho[1,2-b][1,4]diazepine-2,4(3H,5H)-dione obtained in Example 1, (3) (35 mg, 0.110 mmol), and 3-(2-chlorophenyl)propionic acid chloride (0.132 mmol), the title compound (30 mg, yield 56%) was obtained as white crystals in the same manner as that of Example 1, (4). The reactants are C(C1=CC=CC=C1)OC1=C(CN(C2=NC=C(C=N2)OCCCC(=O)OCC)CC2=CC(=CC(=C2)C(F)(F)F)C(F)(F)F)C=C(C=C1)C(F)(F)F (ethyl 4-{2-[(2-benzyloxy-5-trifluoromethyl-benzyl)-(3,5-bis-trifluoromethyl-benzyl)-amino]-pyrimidin-5-yloxy}-butyrate). The reagents and catalysts are [C].[Pd] (palladium-carbon). Run in C(C)O (ethanol). Run at time 2 hour. Yields the product FC(C=1C=C(CN(C2=NC=C(C=N2)OCCCC(=O)OCC)CC2=C(C=CC(=C2)C(F)(F)F)O)C=C(C1)C(F)(F)F)(F)F (ethyl 4-{2-[(3,5-bis-trifluoromethyl-benzyl)-(2-hydroxy-5-trifluoromethyl-benzyl)-amino]-pyrimidin-5-yloxy}-butyrate). The yield is 61.1%. As a reaction SMILES: C([O:8][C:9]1[CH:46]=[CH:45][C:44]([C:47]([F:50])([F:49])[F:48])=[CH:43][C:10]=1[CH2:11][N:12]([CH2:28][C:29]1[CH:34]=[C:33]([C:35]([F:38])([F:37])[F:36])[CH:32]=[C:31]([C:39]([F:42])([F:41])[F:40])[CH:30]=1)[C:13]1[N:18]=[CH:17][C:16]([O:19][CH2:20][CH2:21][CH2:22][C:23]([O:25][CH2:26][CH3:27])=[O:24])=[CH:15][N:14]=1)C1C=CC=CC=1>C(O)C.[C].[Pd]>[F:42][C:39]([F:40])([F:41])[C:31]1[CH:30]=[C:29]([CH:34]=[C:33]([C:35]([F:36])([F:37])[F:38])[CH:32]=1)[CH2:28][N:12]([CH2:11][C:10]1[CH:43]=[C:44]([C:47]([F:50])([F:49])[F:48])[CH:45]=[CH:46][C:9]=1[OH:8])[C:13]1[N:14]=[CH:15][C:16]([O:19][CH2:20][CH2:21][CH2:22][C:23]([O:25][CH2:26][CH3:27])=[O:24])=[CH:17][N:18]=1 |f:2.3|. Reported procedure: Crude ethyl 4-{2-[(2-benzyloxy-5-trifluoromethyl-benzyl)-(3,5-bis-trifluoromethyl-benzyl)-amino]-pyrimidin-5-yloxy}-butyrate (11.3 g) is dissolved in ethanol (100 ml) and thereto is added 10% palladium-carbon (3 g), and the mixture is stirred under hydrogen atmosphere at room temperature for 2 hours. The catalyst is removed by filtration, and the filtrate is concentrated under reduced pressure. The resulting residue is purified by silica gel column chromatography (hexane:ethyl acetate=19:1→4:1) ... The reactants are CC(=O)O[BH-](OC(C)=O)OC(C)=O, C[N+](C)(C)C, CC(=O)O, O=CCc1ccccc1, ClCCCl, Nc1ccc(C(=O)Nc2cnc3ccccc3c2)cc1. Product: O=C(Nc1cnc2ccccc2c1)c1ccc(NCCc2ccccc2)cc1. Reaction SMILES: [C:30]([O:31][BH-:32]([O:33][C:34](=[O:35])[CH3:36])[O:37][C:38](=[O:39])[CH3:40])(=[O:41])[CH3:42].[CH3:43][N+:44]([CH3:45])([CH3:46])[CH3:47].[CH3:48][C:49](=[O:50])[OH:51].[CH:21](=[O:22])[CH2:23][c:24]1[cH:25][cH:26][cH:27][cH:28][cH:29]1.[Cl:52][CH2:53][CH2:54][Cl:55].[NH2:1][c:2]1[cH:3][cH:4][c:5]([C:6](=[O:7])[NH:8][c:9]2[cH:10][n:11][c:12]3[cH:13][cH:14][cH:15][cH:16][c:17]3[cH:18]2)[cH:19][cH:20]1>>[NH:1]([c:2]1[cH:3][cH:4][c:5]([C:6](=[O:7])[NH:8][c:9]2[cH:10][n:11][c:12]3[cH:13][cH:14][cH:15][cH:16][c:17]3[cH:18]2)[cH:19][cH:20]1)[CH2:21][CH2:23][c:24]1[cH:25][cH:26][cH:27][cH:28][cH:29]1. Reactants: Sc1ccc(Br)cc1, CCCCP(CCCC)CCCC, COC(=O)c1ccc(C(O)CC(C)C)cc1, Cc1ccccc1, O=C(N=NC(=O)N1CCCCC1)N1CCCCC1. Yields the product COC(=O)c1ccc(C(CC(C)C)Sc2ccc(Br)cc2)cc1. As a reaction SMILES: [Br:48][c:49]1[cH:50][cH:51][c:52]([SH:55])[cH:53][cH:54]1.[CH2:35]([P:36]([CH2:37][CH2:38][CH2:39][CH3:40])[CH2:41][CH2:42][CH2:43][CH3:44])[CH2:45][CH2:46][CH3:47].[CH3:1][O:2][C:3]([c:4]1[cH:5][cH:6][c:7]([CH:10]([CH2:11][CH:12]([CH3:13])[CH3:14])[OH:15])[cH:8][cH:9]1)=[O:16].[CH3:56][c:57]1[cH:58][cH:59][cH:60][cH:61][cH:62]1.[N:17]([C:18]([N:19]1[CH2:20][CH2:21][CH2:22][CH2:23][CH2:24]1)=[O:25])=[N:26][C:27]([N:28]1[CH2:29][CH2:30][CH2:31][CH2:32][CH2:33]1)=[O:34]>>[CH3:1][O:2][C:3]([c:4]1[cH:5][cH:6][c:7]([CH:10]([CH2:11][CH:12]([CH3:13])[CH3:14])[S:55][c:52]2[cH:51][cH:50][c:49]([Br:48])[cH:54][cH:53]2)[cH:8][cH:9]1)=[O:16].